The task is: describe an organic reaction: reactants, conditions, products, and yield. This data is from the Open Reaction Database (ORD), a public repository of structured organic reaction records. Starting materials: FC(C(=O)O)(F)F (trifluoroacetic acid), C([O-])(O)=O.[Na+] (sodium bicarbonate), C(=O)(OC(C)(C)C)CCC(C(C(=O)OCC)(OC1CCOCC1)C(=O)OCC)N (ethyl 5-BOC-amino-2-ethoxycarbonyl-2-[4-tetrahydropyranyloxy]-pentanoate), FC(C(=O)[O-])(F)F.C(C)OC(=O)C(CCC[NH3+])(OC1CCOCC1)C(=O)OCC (4,4-diethoxycarbonyl-4-(4-tetrahydropyranyloxy)-butylammonium trifluoroacetate). The solvent is CCOC(=O)C (AcOEt), C(Cl)Cl (CH2Cl2), C(C)OCC (ethyl ether). The product is NCCCC(C(=O)OCC)(OC1CCOCC1)C(=O)OCC (ethyl 5-amino-2-ethoxycarbonyl-2-[4-tetrahydropyranyloxy]-pentanoate). The yield is 96.1%. Reaction SMILES: C(CCC(N)C(C(OCC)=O)(OC1CCOCC1)C(OCC)=O)(OC(C)(C)C)=O.FC(F)(F)C(O)=O.FC(F)(F)C([O-])=O.[CH2:44]([O:46][C:47]([C:49]([C:61]([O:63][CH2:64][CH3:65])=[O:62])([O:54][CH:55]1[CH2:60][CH2:59][O:58][CH2:57][CH2:56]1)[CH2:50][CH2:51][CH2:52][NH3+:53])=[O:48])[CH3:45].C(=O)(O)[O-].[Na+]>C(Cl)Cl.C(OCC)C.CCOC(C)=O>[NH2:53][CH2:52][CH2:51][CH2:50][C:49]([C:47]([O:46][CH2:44][CH3:45])=[O:48])([O:54][CH:55]1[CH2:56][CH2:57][O:58][CH2:59][CH2:60]1)[C:61]([O:63][CH2:64][CH3:65])=[O:62] |f:2.3,4.5|. Reported procedure: A solution of ethyl 5-BOC-amino-2-ethoxycarbonyl-2-[4-tetrahydropyranyloxy]-pentanoate in CH2Cl2 (20 ml), cooled at 0-5° C., is added with trifluoroacetic acid (5 ml). After a night at room temperature, the mixture is evaporated under vacuum to obtain, after trituration of the residue in ethyl ether, 3.86 g of 4,4-diethoxycarbonyl-4-(4-tetrahydropyranyloxy)-butylammonium trifluoroacetate. A suspension of the salt in AcOEt (25 ml) is neutralized, under stirring at 0-5° C., by careful addition of ... Reported procedure: A mixture of 3-acetyl-4-(3-fluorophenyl)isoquinoline-1-carbonitrile (4 mg, 0.01 mmol) and ammonium acetate (10.6 mg, 0.138 mmol) in methanol (0.078 mL) and acetonitrile (0.078 mL) was heated at 65° C. in a sealed tube for 30 minutes. After cooling to room temperature, sodium cyanoborohydride (1.7 mg, 0.028 mmol) was added. The reaction was heated at 65° C. for another 4 hours, then cooled to room temperature and quenched with sat. sodium bicarbonate, extracted with dichloromethane. The combined ... The solvent is CO (methanol), C(C)#N (acetonitrile). Yields the product NC(C)C=1N=C(C2=CC=CC=C2C1C1=CC(=CC=C1)F)C#N (3-(1-Aminoethyl)-4-(3-fluorophenyl)isoquinoline-1-carbonitrile). Reaction conditions: temperature 65 celsius. Starting materials: C(C)(=O)C=1N=C(C2=CC=CC=C2C1C1=CC(=CC=C1)F)C#N (3-acetyl-4-(3-fluorophenyl)isoquinoline-1-carbonitrile), C(C)(=O)[O-].[NH4+] (ammonium acetate), C(#N)[BH3-].[Na+] (sodium cyanoborohydride). RXN SMILES: [C:1]([C:4]1[N:5]=[C:6]([C:21]#[N:22])[C:7]2[C:12]([C:13]=1[C:14]1[CH:19]=[CH:18][CH:17]=[C:16]([F:20])[CH:15]=1)=[CH:11][CH:10]=[CH:9][CH:8]=2)(=O)[CH3:2].C([O-])(=O)C.[NH4+].C([BH3-])#[N:29].[Na+]>CO.C(#N)C>[NH2:29][CH:1]([C:4]1[N:5]=[C:6]([C:21]#[N:22])[C:7]2[C:12]([C:13]=1[C:14]1[CH:19]=[CH:18][CH:17]=[C:16]([F:20])[CH:15]=1)=[CH:11][CH:10]=[CH:9][CH:8]=2)[CH3:2] |f:1.2,3.4|.